From a dataset of the Open Reaction Database (ORD), a public repository of structured organic reaction records. describe an organic reaction: reactants, conditions, products, and yield Starting materials: ClC1=NC(=C2NC=NC2=N1)Cl (2,6-dichloropurine), CC1=CC2=C(N=CN2)C=C1C (5,6-dimethylbenzimidazole). Solvent: C(CCC)O (butanol). Run at time 17 hour. Product: ClC1=NC(=C2N=CNC2=N1)N1C=NC2=C1C=C(C(=C2)C)C (2-chloro-6-(5,6-dimethyl-1H-benzimidazol-1-yl)-9H-purine). The yield is 43.4%. Reaction SMILES: [Cl:1][C:2]1[N:10]=[C:9]2[C:5]([NH:6][CH:7]=[N:8]2)=[C:4](Cl)[N:3]=1.[CH3:12][C:13]1[C:21]([CH3:22])=[CH:20][C:16]2[N:17]=[CH:18][NH:19][C:15]=2[CH:14]=1>C(O)CCC>[Cl:1][C:2]1[N:10]=[C:9]2[C:5]([N:6]=[CH:7][NH:8]2)=[C:4]([N:17]2[C:16]3[CH:20]=[C:21]([CH3:22])[C:13]([CH3:12])=[CH:14][C:15]=3[N:19]=[CH:18]2)[N:3]=1. Reported procedure: 283 mg of 2,6-dichloropurine, 5 ml of butanol and 219 mg of 5,6-dimethylbenzimidazole are mixed and brought to a temperature of 100° C. for approximately 17 hours. The mixture is allowed to return to ambient temperature. Partial drying, washing with isopropanol and drying under vacuum at 50° C. are carried out, and 194 mg of expected product are obtained, in the form of cream-colored crystals.